This data is from the Open Reaction Database (ORD), a public repository of structured organic reaction records. The task is: describe an organic reaction: reactants, conditions, products, and yield Starting materials: C(=O)(OC)CCN1C2=CC=CC=C2C=2C=C(C=CC12)N (9-(β-carbomethoxyethyl)-3-aminocarbazole), Cl.OCCNC(=O)CCN1C2=CC=CC=C2C=2C=C(C=CC12)N (9-(β-hydroxyethylaminocarbonylethyl)-3-aminocarbazole hydrochloride), C(O)CN (ethanolamine), Cl (hydrogen chloride). The solvent is CO (methanol). Product: OCCNC(=O)CCN1C2=CC=CC=C2C=2C=C(C=CC12)N (9-(β-Hydroxyethylaminocarbonylethyl)-3-aminocarbazole). RXN SMILES: C(CCN1C2C=CC(N)=CC=2C2C1=CC=CC=2)(OC)=O.C(CN)O.Cl.Cl.[OH:27][CH2:28][CH2:29][NH:30][C:31]([CH2:33][CH2:34][N:35]1[C:47]2[CH:46]=[CH:45][C:44]([NH2:48])=[CH:43][C:42]=2[C:41]2[C:36]1=[CH:37][CH:38]=[CH:39][CH:40]=2)=[O:32]>CO>[OH:27][CH2:28][CH2:29][NH:30][C:31]([CH2:33][CH2:34][N:35]1[C:47]2[CH:46]=[CH:45][C:44]([NH2:48])=[CH:43][C:42]=2[C:41]2[C:36]1=[CH:37][CH:38]=[CH:39][CH:40]=2)=[O:32] |f:3.4|. Procedure details: 2.68 g. (0.01 mol) 9-(β-carbomethoxyethyl)-3-aminocarbazole (prepared in the manner described in Example 4) were placed in a 50 ml. round-bottomed flask equipped with a condenser and heating bath and heated under reflux with 20 ml. ethanolamine. Thereafter, excess ethanolamine was distilled off under waterpump vacuum and the residue obtained dissolved in methanol. After the addition of methanolic hydrogen chloride, the crystals formed were filtered off with suction and washed with ether. There w... Starting materials: Cc1cccc(C)c1CNc1cc(C(=O)O)cn2c(C)c(C)nc12, CN(C)C=O, CCN(C(C)C)C(C)C, CC(O)CN, O. The product is Cc1cccc(C)c1CNc1cc(C(=O)NCC(C)O)cn2c(C)c(C)nc12. As a reaction SMILES: [CH3:1][c:2]1[c:3]([CH2:4][NH:5][c:6]2[c:7]3[n:8]([cH:9][c:10]([C:12](=[O:13])[OH:14])[cH:11]2)[c:15]([CH3:19])[c:16]([CH3:18])[n:17]3)[c:20]([CH3:24])[cH:21][cH:22][cH:23]1.[CH3:34][N:35]([CH3:36])[CH:37]=[O:38].[CH:25]([N:26]([CH:27]([CH3:28])[CH3:29])[CH2:30][CH3:31])([CH3:32])[CH3:33].[NH2:39][CH2:40][CH:41]([CH3:42])[OH:43].[OH2:44]>>[CH3:1][c:2]1[c:3]([CH2:4][NH:5][c:6]2[c:7]3[n:8]([cH:9][c:10]([C:12](=[O:14])[NH:39][CH2:40][CH:41]([CH3:42])[OH:43])[cH:11]2)[c:15]([CH3:19])[c:16]([CH3:18])[n:17]3)[c:20]([CH3:24])[cH:21][cH:22][cH:23]1. The reactants are C1(=CC=CC=C1)OC(NC1=C(C(=NS1)OCC1=C(C(=C(C=C1F)C)F)F)C(N)=O)=O ([4-carbamoyl-3-(2,3,6-trifluoro-4-methyl-benzyloxy)-isothiazol-5-yl]-carbamic acid phenyl ester), CN1C(CCC1)CCN (2-(1-methyl-pyrrolidin-2-yl)-ethylamine). Yields the product CN1C(CCC1)CCNC(NC1=C(C(=NS1)OCC1=C(C(=C(C=C1F)C)F)F)C(=O)N)=O (5-{3-[2-(1-Methyl-pyrrolidin-2-y)-ethyl]-ureido}-3-(2,3,6-trifluoro-4-methyl-benzyloxy)-isothiazole-4-carboxylic acid amide). Reaction SMILES: C1(O[C:8](=[O:30])[NH:9][C:10]2[S:14][N:13]=[C:12]([O:15][CH2:16][C:17]3[C:22]([F:23])=[CH:21][C:20]([CH3:24])=[C:19]([F:25])[C:18]=3[F:26])[C:11]=2[C:27](=[O:29])[NH2:28])C=CC=CC=1.[CH3:31][N:32]1[CH2:36][CH2:35][CH2:34][CH:33]1[CH2:37][CH2:38][NH2:39]>>[CH3:31][N:32]1[CH2:36][CH2:35][CH2:34][CH:33]1[CH2:37][CH2:38][NH:39][C:8](=[O:30])[NH:9][C:10]1[S:14][N:13]=[C:12]([O:15][CH2:16][C:17]2[C:22]([F:23])=[CH:21][C:20]([CH3:24])=[C:19]([F:25])[C:18]=2[F:26])[C:11]=1[C:27]([NH2:28])=[O:29]. Procedure: The title compound was prepared from [4-carbamoyl-3-(2,3,6-trifluoro-4-methyl-benzyloxy)-isothiazol-5-yl]-carbamic acid phenyl ester and 2-(1-methyl-pyrrolidin-2-yl)-ethylamine by the procedure analogous to Example 1. MS (APCl, m/z): 472 [M+H]+. Reaction SMILES: [C:12](=[O:13])([O-:14])[O-:15].[CH3:26][C:27](=[O:28])[CH3:29].[K+:16].[K+:17].[O-:1][N+:2](=[O:3])[c:4]1[cH:5][cH:6][c:7]([CH2:8][Br:9])[cH:10][cH:11]1.[SH:18][CH2:19][CH2:20][C:21](=[O:22])[O:23][CH2:24][CH3:25]>>[O-:1][N+:2](=[O:3])[c:4]1[cH:5][cH:6][c:7]([CH2:8][S:18][CH2:19][CH2:20][C:21](=[O:22])[O:23][CH2:24][CH3:25])[cH:10][cH:11]1. Reactants: O=C([O-])[O-], CC(C)=O, [K+], [K+], O=[N+]([O-])c1ccc(CBr)cc1, CCOC(=O)CCS. The product is CCOC(=O)CCSCc1ccc([N+](=O)[O-])cc1. The reactants are COc1ccc(-c2c[nH]c3ncccc23)cc1OC, CN(C)c1ccncc1, O=C=Nc1ccc(Cl)cc1, C1CCOC1, c1ccccc1. Yields the product COc1ccc(-c2cn(C(=O)Nc3ccc(Cl)cc3)c3ncccc23)cc1OC. Reaction SMILES: [CH3:1][O:2][c:3]1[cH:4][c:5](-[c:11]2[cH:12][nH:13][c:14]3[n:15][cH:16][cH:17][cH:18][c:19]23)[cH:6][cH:7][c:8]1[O:9][CH3:10].[CH3:41][N:42]([CH3:43])[c:44]1[cH:45][cH:46][n:47][cH:48][cH:49]1.[Cl:20][c:21]1[cH:22][cH:23][c:24]([N:27]=[C:28]=[O:29])[cH:25][cH:26]1.[O:36]1[CH2:37][CH2:38][CH2:39][CH2:40]1.[cH:30]1[cH:31][cH:32][cH:33][cH:34][cH:35]1>>[CH3:1][O:2][c:3]1[cH:4][c:5](-[c:11]2[cH:12][n:13]([C:28]([NH:27][c:24]3[cH:23][cH:22][c:21]([Cl:20])[cH:26][cH:25]3)=[O:29])[c:14]3[n:15][cH:16][cH:17][cH:18][c:19]23)[cH:6][cH:7][c:8]1[O:9][CH3:10]. Yields the product CCC(CC)c1cc(C)nn2c(-c3sc4cccnc4c3C)c(C)nc12. Reactants: CCC(CC)c1cc(C)nn2c(I)c(C)nc12, C1CCOC1, [Li]CCCC, CCCCCC, Cc1csc2cccnc12. RXN SMILES: [CH2:22]([CH3:23])[CH:24]([CH2:25][CH3:26])[c:27]1[c:28]2[n:29]([n:30][c:31]([CH3:33])[cH:32]1)[c:34]([I:38])[c:35]([CH3:37])[n:36]2.[CH2:39]1[O:40][CH2:41][CH2:42][CH2:43]1.[CH3:11][CH2:12][CH2:13][CH2:14][Li:15].[CH3:16][CH2:17][CH2:18][CH2:19][CH2:20][CH3:21].[CH3:1][c:2]1[cH:3][s:4][c:5]2[c:6]1[n:7][cH:8][cH:9][cH:10]2>>[CH3:1][c:2]1[c:3](-[c:34]2[n:29]3[c:28]([c:27]([CH:24]([CH2:22][CH3:23])[CH2:25][CH3:26])[cH:32][c:31]([CH3:33])[n:30]3)[n:36][c:35]2[CH3:37])[s:4][c:5]2[c:6]1[n:7][cH:8][cH:9][cH:10]2. Starting materials: CC1=CC=C(C=C1)C=1ON=C2C1C=CC=C2 (3-(4'-methylphenyl)-2,1-benzisoxazole), BrN1C(CCC1=O)=O (N-bromosuccinimide). The reagents and catalysts are C(C1=CC=CC=C1)(=O)OOC(C1=CC=CC=C1)=O (dibenzoyl peroxide). The solvent is C(Cl)(Cl)(Cl)Cl (carbon tetrachloride). The product is BrCC1=CC=C(C=C1)C=1ON=C2C1C=CC=C2 (3-[4-(Bromomethyl)phenyl]-2.1-benzisoxazole). Isolated yield 59.1%. Reaction SMILES: [CH3:1][C:2]1[CH:7]=[CH:6][C:5]([C:8]2[O:9][N:10]=[C:11]3[CH:16]=[CH:15][CH:14]=[CH:13][C:12]=23)=[CH:4][CH:3]=1.[Br:17]N1C(=O)CCC1=O>C(OOC(=O)C1C=CC=CC=1)(=O)C1C=CC=CC=1.C(Cl)(Cl)(Cl)Cl>[Br:17][CH2:1][C:2]1[CH:7]=[CH:6][C:5]([C:8]2[O:9][N:10]=[C:11]3[CH:16]=[CH:15][CH:14]=[CH:13][C:12]=23)=[CH:4][CH:3]=1. Reported procedure: A mixture of 14.9 g (0.071 mole) of 3-(4'-methylphenyl)-2,1-benzisoxazole, 12.7 g (0.071 mole) of N-bromosuccinimide, 0.1 g of dibenzoyl peroxide and 200 ml of carbon tetrachloride was heated at reflux under illumination by a flood lamp for 20 hr. The mixture was filtered while hot and the filtrate was washed twice with 5% aqueous sodium hydroxide, dried over sodium sulfate and concentrated. The residue was dissolved in acetonitrile and filtered to remove insoluble material. The filtrate was con... The reactants are C(=O)([O-])[O-].[Na+].[Na+] (Na2CO3), N1=CC=C(C=C1)B(O)O (pyridine-4-boronic acid), C(C)(C)(C)OC(=O)NCC1=CC=C(C=C1)Br (N-(tert-butoxycarbonyl)-4-bromo-benzylamine). The reagents and catalysts are C=1C=CC(=CC1)[P](C=2C=CC=CC2)(C=3C=CC=CC3)[Pd]([P](C=4C=CC=CC4)(C=5C=CC=CC5)C=6C=CC=CC6)([P](C=7C=CC=CC7)(C=8C=CC=CC8)C=9C=CC=CC9)[P](C=1C=CC=CC1)(C=1C=CC=CC1)C=1C=CC=CC1 (tetrakis(triphenylphosphine)palladium(0)). The solvent is CCOC(=O)C (EtOAc), COCCOC (DME). Yields the product C(C)(C)(C)OC(=O)NCC1=CC=C(C=C1)C1=CC=NC=C1 (N-(tert-Butoxycarbonyl)-4-(Pyridin-4-yl)-benzylamine). Isolated yield 37.0%. Reaction SMILES: [C:1]([O:5][C:6]([NH:8][CH2:9][C:10]1[CH:15]=[CH:14][C:13](Br)=[CH:12][CH:11]=1)=[O:7])([CH3:4])([CH3:3])[CH3:2].[N:17]1[CH:22]=[CH:21][C:20](B(O)O)=[CH:19][CH:18]=1.C([O-])([O-])=O.[Na+].[Na+]>COCCOC.CCOC(C)=O.C1C=CC([P]([Pd]([P](C2C=CC=CC=2)(C2C=CC=CC=2)C2C=CC=CC=2)([P](C2C=CC=CC=2)(C2C=CC=CC=2)C2C=CC=CC=2)[P](C2C=CC=CC=2)(C2C=CC=CC=2)C2C=CC=CC=2)(C2C=CC=CC=2)C2C=CC=CC=2)=CC=1>[C:1]([O:5][C:6]([NH:8][CH2:9][C:10]1[CH:15]=[CH:14][C:13]([C:20]2[CH:21]=[CH:22][N:17]=[CH:18][CH:19]=2)=[CH:12][CH:11]=1)=[O:7])([CH3:4])([CH3:3])[CH3:2] |f:2.3.4,^1:47,49,68,87|. Procedure details: Dissolve N-(tert-butoxycarbonyl)-4-bromo-benzylamine (0.8 g, 2.807 mmol) in anhydrous DME (12 mL) under nitrogen. Add tetrakis(triphenylphosphine)palladium(0) (0.162 g, 0.14 mmol), pyridine-4-boronic acid (0.513 g, 4.211 mmol), and a 2M aqueous Na2CO3 solution (2.8 mL, 5.614 mmol). Heat the reaction overnight at 70° C. Cool the mixture to ambient temperature, dilute with EtOAc, and filter over Celite®. Wash the organic fraction with water, dry over Na2SO4, filter and concentrate in vacuo. Purify... Reactants: [BH4-].[Na+] (sodium borohydride), OC1(CCC(C2CN(CC12)C(CC1=C(C=CC=C1)OC)=O)=O)C1=C(C=CC=C1)OC ((3aRS,7RS,7aSR)-7-hydroxy-7-(2-methoxyphenyl)-2-[(2 -methoxyphenyl)acetyl]-4-perhydroisoindolone), Cl (hydrochloric acid). The solvent is CO (methanol). Run at temperature 5 celsius, time 2 hour. Product: COC1=C(C=CC=C1)C1(C2CN(CC2C(CC1)O)C(CC1=C(C=CC=C1)OC)=O)O ((3aRS,4RS,7SR,7aSR)-4-(2-methoxyphenyl)-2-[(2-methoxyphenyl)acetyl]-4,7-perhydroisoindolediol). Yield: 83.6%. As a reaction SMILES: [OH:1][C:2]1([C:23]2[CH:28]=[CH:27][CH:26]=[CH:25][C:24]=2[O:29][CH3:30])[CH:10]2[CH:6]([CH2:7][N:8]([C:11](=[O:21])[CH2:12][C:13]3[CH:18]=[CH:17][CH:16]=[CH:15][C:14]=3[O:19][CH3:20])[CH2:9]2)[C:5](=[O:22])[CH2:4][CH2:3]1.[BH4-].[Na+].Cl>CO>[CH3:30][O:29][C:24]1[CH:25]=[CH:26][CH:27]=[CH:28][C:23]=1[C:2]1([OH:1])[CH2:3][CH2:4][CH:5]([OH:22])[CH:6]2[CH:10]1[CH2:9][N:8]([C:11](=[O:21])[CH2:12][C:13]1[CH:18]=[CH:17][CH:16]=[CH:15][C:14]=1[O:19][CH3:20])[CH2:7]2 |f:1.2|. Reported procedure: To a suspension, cooled to +5° C., of 0.5 g of (3aRS,7RS,7aSR)-7-hydroxy-7-(2-methoxyphenyl)-2-[(2 -methoxyphenyl)acetyl]-4-perhydroisoindolone in 50 cm3 of methanol is added 0.027 g of sodium borohydride. After stirring for 2 hours at 5° C., 0.2 cm3 of 1N hydrochloric acid is added to the reaction solution which is then concentrated to dryness under reduced pressure. The residue is taken up in 50 cm3 of water and 70 cm3 of dichloromethane. After stirring, the suspension obtained is filtered and... The reactants are BrC1=CC=C(C(=S)N)C=C1 (4-bromothiobenzamide), COC1=CC=C(C=C1)C(=O)C(C1=CC=C(C=C1)OC)Cl (4,4'-dimethoxydesyl chloride), Cl (hydrochloric acid). Reported procedure: Fifty ml. of dioxane was used to dissolve 7.43 g. (0.034 mole) of 4-bromothiobenzamide with heating to about 60° C. Then 10.0 g. (0.034 mole) of 4,4'-dimethoxydesyl chloride in 50 ml. of dioxane was added and the mixture was heated to 100° C. for two hours. The mixture was cooled and acidified with 1 N hydrochloric acid. Most of the dioxane was removed in vacuo and the solid formed was filtered. The solid was purified by silica gel chromatography (400 g.), using benzene as the eluting agent. The... The product is BrC1=CC=C(C=C1)C=1SC(=C(N1)C1=CC=C(C=C1)OC)C1=CC=C(C=C1)OC (2-(4-Bromophenyl)-4,5-bis(4-methoxyphenyl)thiazole). The solvent is O1CCOCC1 (dioxane), O1CCOCC1 (dioxane). Conditions: temperature 100 celsius. Yield: 57.0%. As a reaction SMILES: [Br:1][C:2]1[CH:10]=[CH:9][C:5]([C:6]([NH2:8])=[S:7])=[CH:4][CH:3]=1.[CH3:11][O:12][C:13]1[CH:18]=[CH:17][C:16]([C:19]([CH:21](Cl)[C:22]2[CH:27]=[CH:26][C:25]([O:28][CH3:29])=[CH:24][CH:23]=2)=O)=[CH:15][CH:14]=1.Cl>O1CCOCC1>[Br:1][C:2]1[CH:10]=[CH:9][C:5]([C:6]2[S:7][C:21]([C:22]3[CH:27]=[CH:26][C:25]([O:28][CH3:29])=[CH:24][CH:23]=3)=[C:19]([C:16]3[CH:15]=[CH:14][C:13]([O:12][CH3:11])=[CH:18][CH:17]=3)[N:8]=2)=[CH:4][CH:3]=1.